The task is: describe an organic reaction: reactants, conditions, products, and yield. This data is from the Open Reaction Database (ORD), a public repository of structured organic reaction records. Reactants: CNC, COC(=O)c1cnc(Cl)cc1C(F)(F)F, O. Product: COC(=O)c1cnc(N(C)C)cc1C(F)(F)F. Reaction SMILES: [CH3:16][NH:17][CH3:18].[Cl:1][c:2]1[n:3][cH:4][c:5]([C:6](=[O:7])[O:8][CH3:9])[c:10]([C:12]([F:13])([F:14])[F:15])[cH:11]1.[OH2:19]>>[c:2]1([N:17]([CH3:16])[CH3:18])[n:3][cH:4][c:5]([C:6](=[O:7])[O:8][CH3:9])[c:10]([C:12]([F:13])([F:14])[F:15])[cH:11]1. Reactants: FC(CNC(=O)NC=1C=C(C=CC1)C1=CN=C2N1N=CC(=C2)C=2C=NN(C2)C(C(=O)O)C)(F)F (2-(4-{3-[3-({[(2,2,2-trifluoroethyl)amino]carbonyl}amino)phenyl]imidazo[1,2-b]pyridazin-7-yl}-1H-pyrazol-1-yl)propanoic acid), Cl.COC1CCNCC1 (4-methoxypiperidine hydrochloride). The product is COC1CCN(CC1)C(C(C)N1N=CC(=C1)C1=CC=2N(N=C1)C(=CN2)C=2C=C(C=CC2)NC(=O)NCC(F)(F)F)=O (N-[3-(7-{1-[2-(4-Methoxypiperidin-1-yl)-1-methyl-2-oxoethyl]-1H-pyrazol-4-yl}imidazo[1,2-b]pyridazin-3-yl)phenyl]-N′-(2,2,2-trifluoroethyl)urea). As a reaction SMILES: [F:1][C:2]([F:34])([F:33])[CH2:3][NH:4][C:5]([NH:7][C:8]1[CH:9]=[C:10]([C:14]2[N:18]3[N:19]=[CH:20][C:21]([C:23]4[CH:24]=[N:25][N:26]([CH:28]([CH3:32])[C:29]([OH:31])=O)[CH:27]=4)=[CH:22][C:17]3=[N:16][CH:15]=2)[CH:11]=[CH:12][CH:13]=1)=[O:6].Cl.[CH3:36][O:37][CH:38]1[CH2:43][CH2:42][NH:41][CH2:40][CH2:39]1>>[CH3:36][O:37][CH:38]1[CH2:43][CH2:42][N:41]([C:29](=[O:31])[CH:28]([N:26]2[CH:27]=[C:23]([C:21]3[CH:20]=[N:19][N:18]4[C:14]([C:10]5[CH:9]=[C:8]([NH:7][C:5]([NH:4][CH2:3][C:2]([F:33])([F:34])[F:1])=[O:6])[CH:13]=[CH:12][CH:11]=5)=[CH:15][N:16]=[C:17]4[CH:22]=3)[CH:24]=[N:25]2)[CH3:32])[CH2:40][CH2:39]1 |f:1.2|. Procedure: This compound was prepared by using procedures analogous to those described for the synthesis of Example 54, Step 3 starting from 2-(4-{3-[3-({[(2,2,2-trifluoroethyl)amino]carbonyl}amino)phenyl]imidazo[1,2-b]pyridazin-7-yl}-1H-pyrazol-1-yl)propanoic acid and 4-methoxypiperidine hydrochloride (Matrix and Cat. No. 015567). LCMS (M+H)+: m/z=571.3. Reactants: CC(C)(C)OC(=O)N1CCC(Oc2cc([N+](=O)[O-])ccn2)CC1, CCOC(C)=O, [H][H]. Product: CC(C)(C)OC(=O)N1CCC(Oc2cc(N)ccn2)CC1. RXN SMILES: [C:1]([CH3:2])([CH3:3])([CH3:4])[O:5][C:6](=[O:7])[N:8]1[CH2:9][CH2:10][CH:11]([O:14][c:15]2[n:16][cH:17][cH:18][c:19]([N+:21]([O-:22])=[O:23])[cH:20]2)[CH2:12][CH2:13]1.[CH3:26][CH2:27][O:28][C:29]([CH3:30])=[O:31].[H:24][H:25]>>[C:1]([CH3:2])([CH3:3])([CH3:4])[O:5][C:6](=[O:7])[N:8]1[CH2:9][CH2:10][CH:11]([O:14][c:15]2[n:16][cH:17][cH:18][c:19]([NH2:21])[cH:20]2)[CH2:12][CH2:13]1. The reactants are [BH4-], CO, CNCCCCCC1Cc2cc(O)ccc2C2C(F)CC3(C)C(=O)CCC3C12, [Na+]. Product: CNCCCCCC1Cc2cc(O)ccc2C2C(F)CC3(C)C(O)CCC3C12. RXN SMILES: [BH4-:29].[CH3:31][OH:32].[F:1][CH:2]1[CH:3]2[c:4]3[cH:5][cH:6][c:7]([OH:28])[cH:8][c:9]3[CH2:10][CH:11]([CH2:21][CH2:22][CH2:23][CH2:24][CH2:25][NH:26][CH3:27])[CH:12]2[CH:13]2[CH2:14][CH2:15][C:16](=[O:20])[C:17]2([CH3:18])[CH2:19]1.[Na+:30]>>[F:1][CH:2]1[CH:3]2[c:4]3[cH:5][cH:6][c:7]([OH:28])[cH:8][c:9]3[CH2:10][CH:11]([CH2:21][CH2:22][CH2:23][CH2:24][CH2:25][NH:26][CH3:27])[CH:12]2[CH:13]2[CH2:14][CH2:15][CH:16]([OH:20])[C:17]2([CH3:18])[CH2:19]1.